Dataset: the Open Reaction Database (ORD), a public repository of structured organic reaction records. Task: describe an organic reaction: reactants, conditions, products, and yield Starting materials: FC(S(=O)(=O)OCC(F)(F)F)(F)F (2,2,2-trifluoroethyl trifluoromethanesulfonate), C1(CC1)N1C=NC2=C1C(=NC(=C2)C2=CC=C1C(=C2)NC(C12CCNCC2)=O)O[C@H](C)[C@H]2CNC(C2)=O (6-(3-cyclopropyl-4-((R)-1-((R)-5-oxopyrrolidin-3-yl)ethoxy)-3H-imidazo[4,5-c]pyridin-6-yl)spiro[indoline-3,4′-piperidin]-2-one), 3.78, TEA. Run in CN(C)C=O (DMF). Conditions: time 8 hour. Product: C1(CC1)N1C=NC2=C1C(=NC(=C2)C2=CC=C1C(=C2)NC(C12CCN(CC2)CC(F)(F)F)=O)O[C@H](C)[C@H]2CNC(C2)=O (6-(3-cyclopropyl-4-((R)-1-((R)-5-oxopyrrolidin-3-yl)ethoxy)-3H-imidazo[4,5-c]pyridin-6-yl)-1′-(2,2,2-trifluoroethyl)spiro[indoline-3,4′-piperidin]-2-one). As a reaction SMILES: [CH:1]1([N:4]2[C:8]3[C:9]([O:28][C@@H:29]([C@@H:31]4[CH2:35][C:34](=[O:36])[NH:33][CH2:32]4)[CH3:30])=[N:10][C:11]([C:13]4[CH:18]=[C:17]5[NH:19][C:20](=[O:27])[C:21]6([CH2:26][CH2:25][NH:24][CH2:23][CH2:22]6)[C:16]5=[CH:15][CH:14]=4)=[CH:12][C:7]=3[N:6]=[CH:5]2)[CH2:3][CH2:2]1.FC(F)(F)S(O[CH2:43][C:44]([F:47])([F:46])[F:45])(=O)=O>CN(C=O)C>[CH:1]1([N:4]2[C:8]3[C:9]([O:28][C@@H:29]([C@@H:31]4[CH2:35][C:34](=[O:36])[NH:33][CH2:32]4)[CH3:30])=[N:10][C:11]([C:13]4[CH:18]=[C:17]5[NH:19][C:20](=[O:27])[C:21]6([CH2:22][CH2:23][N:24]([CH2:43][C:44]([F:47])([F:46])[F:45])[CH2:25][CH2:26]6)[C:16]5=[CH:15][CH:14]=4)=[CH:12][C:7]=3[N:6]=[CH:5]2)[CH2:2][CH2:3]1. Procedure: To a solution of 6-(3-cyclopropyl-4-((R)-1-((R)-5-oxopyrrolidin-3-yl)ethoxy)-3H-imidazo[4,5-c]pyridin-6-yl)spiro[indoline-3,4′-piperidin]-2-one: 3.78 (94 mg, 0.19 mmol) in DMF was added TEA (117 mg, 1.1 mmol), then followed by the addition of 2,2,2-trifluoroethyl trifluoromethanesulfonate (45 mg, 0.19 mmol). Reaction mixture was stirred at r.t. overnight, and LC-MS showed reaction was complete. The reaction mixture was filtered and purified by prep HPLC (MeCN:water gradient, TFA modified) to pro... The reactants are BrC=1C(=C(C=O)C=C(C1OC)Br)O (3,5-dibromo-2-hydroxy-4-methoxybenzaldehyde), C([O-])([O-])=O.[K+].[K+] (potassium carbonate), BrCC(=O)OCC (ethyl bromoacetate). Solvent: CN(C)C=O (DMF). Run at temperature 80 celsius, time 6 hour. The product is BrC=1C(=C(C2=C(C=C(O2)C(=O)OCC)C1)Br)OC (ethyl 5,7-dibromo-6-methoxy-1-benzofuran-2-carboxylate). Yield: 79.3%. As a reaction SMILES: [Br:1][C:2]1[C:3]([OH:13])=[C:4]([CH:7]=[C:8]([Br:12])[C:9]=1[O:10][CH3:11])[CH:5]=O.C(=O)([O-])[O-].[K+].[K+].Br[CH2:21][C:22]([O:24][CH2:25][CH3:26])=[O:23]>CN(C=O)C>[Br:12][C:8]1[C:9]([O:10][CH3:11])=[C:2]([Br:1])[C:3]2[O:13][C:21]([C:22]([O:24][CH2:25][CH3:26])=[O:23])=[CH:5][C:4]=2[CH:7]=1 |f:1.2.3|. Procedure details: 16 g (51,6 mmol) of 3,5-dibromo-2-hydroxy-4-methoxybenzaldehyde (Biorg. Med. Chem. 1998, 6, 1153–1162) and 17.84 g (129 mmol) of potassium carbonate are initially introduced in DMF and 8.62 g (51.6 mmol) of ethyl bromoacetate are then added dropwise to the mixture. The latter is stirred at 80° C. for 6 hours and then poured onto ice water after having been cooled; the precipitate is filtered off with suction. The precipitate is washed with water and dried. 15.47 g (79%) of ethyl 5,7-dibromo-6-me... Reactants: N1N=CCCC1 (1,4,5,6-tetrahydropyridazine), FC1=CC2=C(C(C(NO2)=O)CC#C)C=C1N=C=S (7-fluoro-4-propargyl-2H-benzoxazin-3(4H)-one-6-ylisothiocyanate). Run in C1=CC=CC=C1 (benzene), C1=CC=CC=C1 (benzene). Run at time 3 hour. Yields the product FC1=CC2=C(C(C(NO2)=O)CC#C)C=C1NC(=S)N1N=CCCC1 (1-(7-fluoro-3-oxo-4-propargyl-2H-benzoxazin-6-ylthiocarbamoyl)-1,4,5,6-tetrahydropyridazine). Isolated yield 28.8%. Reaction SMILES: [NH:1]1[CH2:6][CH2:5][CH2:4][CH:3]=[N:2]1.[F:7][C:8]1[C:21]([N:22]=[C:23]=[S:24])=[CH:20][C:11]2[CH:12]([CH2:17][C:18]#[CH:19])[C:13](=[O:16])[NH:14][O:15][C:10]=2[CH:9]=1>C1C=CC=CC=1>[F:7][C:8]1[C:21]([NH:22][C:23]([N:2]2[CH2:3][CH2:4][CH2:5][CH:6]=[N:1]2)=[S:24])=[CH:20][C:11]2[CH:12]([CH2:17][C:18]#[CH:19])[C:13](=[O:16])[NH:14][O:15][C:10]=2[CH:9]=1. Procedure: 0.32 g of 1,4,5,6-tetrahydropyridazine was dissolved in 20 ml of benzene, and 1.00 g of 7-fluoro-4-propargyl-2H-benzoxazin-3(4H)-one-6-ylisothiocyanate was added thereto. The mixture was stirred at room temperature for 3 hours. After the reaction, benzene was distilled off to obtain a crude product. This crude product was purified by silica gel column chromatography (developing solvent: chloroform) to obtain 0.38 g of the above-identified compound as yellow crystals. The reactants are CCCCO, CO, O=C1CCN(CC(F)(F)F)CC1, N. Yields the product NC1CCN(CC(F)(F)F)CC1. Reaction SMILES: [CH2:2]([OH:3])[CH2:4][CH2:5][CH3:6].[CH3:19][OH:20].[F:7][C:8]([CH2:9][N:10]1[CH2:11][CH2:12][C:13](=[O:16])[CH2:14][CH2:15]1)([F:17])[F:18].[NH3:1]>>[NH2:1][CH:13]1[CH2:12][CH2:11][N:10]([CH2:9][C:8]([F:7])([F:17])[F:18])[CH2:15][CH2:14]1. Starting materials: CC(=O)O[BH-](OC(C)=O)OC(C)=O, CC(=O)O, COc1ccc(-c2nnc(C3CCNCC3)[nH]2)cn1, O=C(O)C(F)(F)F, [Na+], O=Cc1ccc(-c2nc3cc[nH]c(=O)c3cc2-c2ccccc2)cc1, CN(C)C=O. The product is COc1ccc(-c2nnc(C3CCN(Cc4ccc(-c5nc6cc[nH]c(=O)c6cc5-c5ccccc5)cc4)CC3)[nH]2)cn1. As a reaction SMILES: [C:52]([O:53][BH-:54]([O:55][C:56](=[O:57])[CH3:58])[O:59][C:60](=[O:61])[CH3:62])(=[O:63])[CH3:64].[C:71]([OH:72])(=[O:73])[CH3:74].[CH3:33][O:34][c:35]1[n:36][cH:37][c:38](-[c:41]2[n:42][n:43][c:44]([CH:46]3[CH2:47][CH2:48][NH:49][CH2:50][CH2:51]3)[nH:45]2)[cH:39][cH:40]1.[F:26][C:27]([F:28])([F:29])[C:30]([OH:31])=[O:32].[Na+:65].[O:1]=[c:2]1[c:3]2[cH:4][c:5](-[c:20]3[cH:21][cH:22][cH:23][cH:24][cH:25]3)[c:6](-[c:12]3[cH:13][cH:14][c:15]([CH:16]=[O:17])[cH:18][cH:19]3)[n:7][c:8]2[cH:9][cH:10][nH:11]1.[O:66]=[CH:67][N:68]([CH3:69])[CH3:70]>>[O:1]=[c:2]1[c:3]2[cH:4][c:5](-[c:20]3[cH:21][cH:22][cH:23][cH:24][cH:25]3)[c:6](-[c:12]3[cH:13][cH:14][c:15]([CH2:16][N:49]4[CH2:48][CH2:47][CH:46]([c:44]5[n:43][n:42][c:41](-[c:38]6[cH:37][n:36][c:35]([O:34][CH3:33])[cH:40][cH:39]6)[nH:45]5)[CH2:51][CH2:50]4)[cH:18][cH:19]3)[n:7][c:8]2[cH:9][cH:10][nH:11]1.